This data is from the Open Reaction Database (ORD), a public repository of structured organic reaction records. The task is: describe an organic reaction: reactants, conditions, products, and yield The reactants are ClC1=NC=CC=C1C1=C(C(=CN1)CN(C(OC(C)(C)C)=O)C)F (tert-butyl {[5-(2-chloropyridin-3-yl)-4-fluoro-1H-pyrrol-3-yl]methyl}methylcarbamate), C1COCCOCCOCCOCCO1 (15-crown-5), C(#N)C=1C=C(C=CC1)S(=O)(=O)Cl (3-cyanobenzenesulfonyl chloride), [H-].[Na+] (sodium hydride). Solvent: O1CCCC1 (tetrahydrofuran), O1CCCC1 (tetrahydrofuran), O (water). Conditions: time 3 hour. Product: ClC1=NC=CC=C1C1=C(C(=CN1S(=O)(=O)C1=CC(=CC=C1)C#N)CN(C(OC(C)(C)C)=O)C)F (tert-butyl ({5-(2-chloropyridin-3-yl)-1-[(3-cyanophenyl)sulfonyl]-4-fluoro-1H-pyrrol-3-yl}methyl)methylcarbamate). The yield is 97.0%. As a reaction SMILES: [H-].[Na+].[Cl:3][C:4]1[C:9]([C:10]2[NH:14][CH:13]=[C:12]([CH2:15][N:16]([CH3:24])[C:17](=[O:23])[O:18][C:19]([CH3:22])([CH3:21])[CH3:20])[C:11]=2[F:25])=[CH:8][CH:7]=[CH:6][N:5]=1.C1OCCOCCOCCOCCOC1.[C:41]([C:43]1[CH:44]=[C:45]([S:49](Cl)(=[O:51])=[O:50])[CH:46]=[CH:47][CH:48]=1)#[N:42]>O1CCCC1.O>[Cl:3][C:4]1[C:9]([C:10]2[N:14]([S:49]([C:45]3[CH:46]=[CH:47][CH:48]=[C:43]([C:41]#[N:42])[CH:44]=3)(=[O:51])=[O:50])[CH:13]=[C:12]([CH2:15][N:16]([CH3:24])[C:17](=[O:23])[O:18][C:19]([CH3:21])([CH3:22])[CH3:20])[C:11]=2[F:25])=[CH:8][CH:7]=[CH:6][N:5]=1 |f:0.1|. Procedure: To a suspension of sodium hydride (60% in oil, 60 mg) in tetrahydrofuran (5 mL) were added dropwise a solution (5 mL) of tert-butyl {[5-(2-chloropyridin-3-yl)-4-fluoro-1H-pyrrol-3-yl]methyl}methylcarbamate (340 mg) in tetrahydrofuran, 15-crown-5 (330 mg) and 3-cyanobenzenesulfonyl chloride (302 mg) under ice-cooling and the mixture was stirred for 3 hr. The reaction mixture was diluted with water, and extracted with ethyl acetate. The separated aqueous layer was extracted again with ethyl acetat... Yields the product CC(C)C(C(=O)O)c1cc(C(F)(F)F)cs1. The reactants are CC(C)C(C#N)c1cc(C(F)(F)F)cs1, [Na+], [OH-], O, OCCO. As a reaction SMILES: [CH:1]([CH3:2])([CH3:3])[CH:4]([C:5]#[N:6])[c:7]1[s:8][cH:9][c:10]([C:12]([F:13])([F:14])[F:15])[cH:11]1.[Na+:17].[OH-:16].[OH2:18].[OH:19][CH2:20][CH2:21][OH:22]>>[CH:1]([CH3:2])([CH3:3])[CH:4]([C:5](=[O:16])[OH:18])[c:7]1[s:8][cH:9][c:10]([C:12]([F:13])([F:14])[F:15])[cH:11]1.